Dataset: the Open Reaction Database (ORD), a public repository of structured organic reaction records. Task: describe an organic reaction: reactants, conditions, products, and yield The reactants are COC(=O)C1=NN(C=C1)CCC[C@@H](C(=O)OC(C)(C)C)NC(=O)OC(C)(C)C (t-butyl (S)-5-(3-methoxycarbonyl-1H-pyrazol-1-yl)-2-(t-butoxycarbonylamino)-pentanoate), Cl (HCl). Run in C(Cl)Cl (CH2Cl2). The product is COC(=O)C1=NN(C=C1)CCC[C@@H](C(=O)O)N ((S)-5-(-3-methoxycarbonyl-1H-pyrazol-1-yl)-2-aminopentanoic acid). Reaction SMILES: [CH3:1][O:2][C:3]([C:5]1[CH:9]=[CH:8][N:7]([CH2:10][CH2:11][CH2:12][C@H:13]([NH:21]C(OC(C)(C)C)=O)[C:14]([O:16]C(C)(C)C)=[O:15])[N:6]=1)=[O:4].Cl>C(Cl)Cl>[CH3:1][O:2][C:3]([C:5]1[CH:9]=[CH:8][N:7]([CH2:10][CH2:11][CH2:12][C@H:13]([NH2:21])[C:14]([OH:16])=[O:15])[N:6]=1)=[O:4]. Reported procedure: To a solution of t-butyl (S)-5-(3-methoxycarbonyl-1H-pyrazol-1-yl)-2-(t-butoxycarbonylamino)-pentanoate (0.84 g, 0.21 mmol) in CH2Cl2 (20 mL) at 0° C. is bubbled HCl gas for 30 minutes. Afterward, the solution is warmed to room temperature over 30 minutes. Evaporation of solvent yields (S)-5-(-3-methoxycarbonyl-1H-pyrazol-1-yl)-2-aminopentanoic acid.HCl as a gray-white solid. Reactants: NC1=C(C(=O)N)C=CC(=C1C)OC (2-amino-4-methoxy-3-methyl benzamide), acid chloride, C(C1=CC=CC=C1)(=O)N (benzamide), FC=1C=C(C(=O)Cl)C=C(C1)F (3,5-difluoro-benzoyl chloride). The product is FC=1C=C(C=C(C1)F)C1=NC2=C(C(=CC=C2C(=N1)O)OC)C (2-(3,5-Difluoro-phenyl)-7-methoxy-8-methyl-quinazolin-4-ol). Yield: 85.0%. As a reaction SMILES: [NH2:1][C:2]1[C:10]([CH3:11])=[C:9]([O:12][CH3:13])[CH:8]=[CH:7][C:3]=1[C:4]([NH2:6])=[O:5].C(N)(=O)C1C=CC=CC=1.[F:23][C:24]1[CH:25]=[C:26]([CH:30]=[C:31]([F:33])[CH:32]=1)[C:27](Cl)=O>>[F:23][C:24]1[CH:25]=[C:26]([C:27]2[N:6]=[C:4]([OH:5])[C:3]3[C:2](=[C:10]([CH3:11])[C:9]([O:12][CH3:13])=[CH:8][CH:7]=3)[N:1]=2)[CH:30]=[C:31]([F:33])[CH:32]=1. Reported procedure: The general procedure described in Example 10 was followed using 2-amino-4-methoxy-3-methyl benzamide as benzamide derivative [A] and 3,5-difluoro-benzoyl chloride as acid chloride [B], which gave the title compound (2.1 g, 85%), [M+H]=303. The reactants are OC1=CC=NC2=CC=C(C=C12)OC (4-Hydroxy-6-methoxyquinoline), C=O (formaldehyde). Run in [OH-].[Na+] (sodium hydroxide). Conditions: time 18 hour. Product: OC1=C(C=NC2=CC=C(C=C12)OC)CO (4-hydroxy-3-hydroxymethyl-6-methoxyquinoline). Reaction SMILES: [OH:1][C:2]1[C:11]2[C:6](=[CH:7][CH:8]=[C:9]([O:12][CH3:13])[CH:10]=2)[N:5]=[CH:4][CH:3]=1.[CH2:14]=[O:15]>[OH-].[Na+]>[OH:1][C:2]1[C:11]2[C:6](=[CH:7][CH:8]=[C:9]([O:12][CH3:13])[CH:10]=2)[N:5]=[CH:4][C:3]=1[CH2:14][OH:15] |f:2.3|. Procedure: 4-Hydroxy-6-methoxyquinoline was reacted with formaldehyde in aqueous sodium hydroxide (initially at 40°-50°, then kept at 60° for 18 hours) to give the novel compound 4-hydroxy-3-hydroxymethyl-6-methoxyquinoline, m.p. 327°-334°. Reactants: OC1=C(C=CC=C1)C(CC(=O)C1=NC=CC(=C1)OC)=O (1-(2-Hydroxy-phenyl)-3-(4-methoxy-pyridin-2-yl )-propane-1,3-dione), CC(=O)O (AcOH). The solvent is O (water), Cl (HCl). Run at temperature 100 celsius. Yields the product COC=1C=CC(=NC1)C=1OC2=CC=CC=C2C(C1)=O (2-(5-methoxy-pyridin-2-yl)-chromen-4-one). Yield: 98.0%. Reaction SMILES: O[C:2]1[CH:7]=[CH:6][CH:5]=[CH:4][C:3]=1[C:8](=[O:20])[CH2:9][C:10]([C:12]1[CH:17]=[C:16](OC)[CH:15]=[CH:14][N:13]=1)=[O:11].C[C:22](O)=[O:23]>Cl.O>[CH3:22][O:23][C:15]1[CH:16]=[CH:17][C:12]([C:10]2[O:11][C:2]3[C:3]([C:8](=[O:20])[CH:9]=2)=[CH:4][CH:5]=[CH:6][CH:7]=3)=[N:13][CH:14]=1. Procedure: 1-(2-Hydroxy-phenyl)-3-(4-methoxy-pyridin-2-yl )-propane-1,3-dione (870 mg, 3.21 mmol) was dissolved in a mixture of 48% HCl (1 mL) and AcOH (10 mL) and heated at 100° C. for 1 h. The reaction mixture was cooled to rt, diluted with water and extracted with EtOAc. The organic layer was washed with water, brine, dried and concentrated to give 2-(5-methoxy-pyridin-2-yl)-chromen-4-one (794 mg, 98%). Starting materials: C[SiH](C)C (trimethylsilane), C[Mg]Cl (methyl-magnesium chloride), C[SiH](Cl)Cl (methyldichlorosilane), C[Si](Cl)(Cl)C (dimethyldichlorosilane), [Al+3].[Cl-].[Cl-].[Cl-] (AlCl3), COC1=C(C=CC=C1)OC (o-dimethoxybenzene). Solvent: C1(=CC=CC=C1)C (toluene). Conditions: time 1 hour. Yields the product C[SiH](Cl)C (Dimethylchlorosilane), C[Si](Cl)(C)C (trimethylchlorosilane). Reaction SMILES: [CH3:1][Si:2]([CH3:5])(Cl)[Cl:3].[Al+3].[Cl-].[Cl-].[Cl-].[CH3:10][SiH:11]([CH3:13])[CH3:12].C[Mg][Cl:16].C[SiH](Cl)Cl.COC1C=CC=CC=1OC>C1(C)C=CC=CC=1>[CH3:1][SiH:2]([CH3:5])[Cl:3].[CH3:10][Si:11]([CH3:13])([CH3:12])[Cl:16] |f:1.2.3.4|. Procedure: A four-necked flask equipped with a condenser, thermometer, gas feed tube, and stirrer was charged with 129.1 g (1.0 mol) of dimethyldichlorosilane, 100 ml of toluene, and 1.3 g (0.01 mol) of AlCl3, which were agitated with the stirrer. To the flask at room temperature, trimethylsilane which had been synthesized in a separate flask from methyl-magnesium chloride and 57.5 g (0.5 mol) of methyldichlorosilane was fed. Agitation was continued for one hour. 2.8 g (0.02 mol) of o-dimethoxybenzene was ... The reactants are methyl ester, N1=CC=CC=C1 (pyridine), N[C@@H](C(C)C)C(=O)O (Val), dolomite, ClCC=O (chloracetaldehyde), dolomite, Cl (hydrochloric acid). Reaction conditions: temperature 70 celsius, time 6.5 hour. Product: COC(=O)C1=C(OC=C1)C (2-methylfuran-3-carboxylic acid methyl ester). Reaction SMILES: N[C@H:2]([C:6]([OH:8])=[O:7])[CH:3]([CH3:5])C.N1C=CC=C[CH:10]=1.Cl[CH2:16][CH:17]=[O:18].Cl>>[CH3:10][O:8][C:6]([C:2]1[CH:3]=[CH:5][O:18][C:17]=1[CH3:16])=[O:7]. Procedure details: 58.055 kg (500 mol) acetacetic acid methyl ester are introduced into a vessel with a stirrer and 22.5 kg (487.5 Val) of ground dolomite having a grain size of 30 μm are mixed therewith. Then 0.988 kg (12.5 mol=2.5 mol%) pyridine are added thereto and the mixture is heated to 70° C., whereupon 87.2 kg (500 mol) 45% aqueous chloracetaldehyde solution are metered in within one hour. The temperature in the reaction is maintained at 70° C. by slight cooling. About 4 hours after the onset of the react... The reactants are OCC(CO)Oc1ccc(OCc2ccccc2)cc1, CCOC(CCCNC(C)=O)OCC, Cc1ccccc1, Cc1ccc(S(=O)(=O)O)cc1. The product is CC(=O)NCCCC1OCC(Oc2ccc(OCc3ccccc3)cc2)CO1. RXN SMILES: [CH2:1]([c:2]1[cH:3][cH:4][cH:5][cH:6][cH:7]1)[O:8][c:9]1[cH:10][cH:11][c:12]([O:13][CH:14]([CH2:15][OH:16])[CH2:17][OH:18])[cH:19][cH:20]1.[CH2:21]([O:22][CH:24]([O:23][CH2:32][CH3:33])[CH2:25][CH2:26][CH2:27][NH:28][C:29]([CH3:30])=[O:31])[CH3:34].[CH3:46][c:47]1[cH:48][cH:49][cH:50][cH:51][cH:52]1.[c:35]1([CH3:36])[cH:37][cH:38][c:39]([S:40]([OH:41])(=[O:42])=[O:43])[cH:44][cH:45]1>>[CH2:1]([c:2]1[cH:3][cH:4][cH:5][cH:6][cH:7]1)[O:8][c:9]1[cH:10][cH:11][c:12]([O:13][CH:14]2[CH2:15][O:16][CH:24]([CH2:25][CH2:26][CH2:27][NH:28][C:29]([CH3:30])=[O:31])[O:18][CH2:17]2)[cH:19][cH:20]1. Starting materials: BrC=1C=C2C(=NNC2=CC1)C (5-bromo-3-methyl-1H-indazole), CN(C=O)C (N,N-dimethylformamide), solution, C(C)(C)(C)[Li] (tert-butyllithium). The solvent is O1CCCC1 (tetrahydrofuran), CCCCC (n-pentane), O1CCCC1 (tetrahydrofuran). Conditions: time 15 minute. The product is CC1=NNC2=CC=C(C=C12)C=O (3-methyl-1H-indazole-5-carbaldehyde). RXN SMILES: C([Li])(C)(C)C.Br[C:7]1[CH:8]=[C:9]2[C:13](=[CH:14][CH:15]=1)[NH:12][N:11]=[C:10]2[CH3:16].CN(C)[CH:19]=[O:20]>CCCCC.O1CCCC1>[CH3:16][C:10]1[C:9]2[C:13](=[CH:14][CH:15]=[C:7]([CH:19]=[O:20])[CH:8]=2)[NH:12][N:11]=1. Procedure: To chilled tetrahydrofuran (600 mL) at −78° C., under Argon, was added 200 mL of a 1.7M solution of tert-butyllithium in n-pentane. After 15 minutes at −78° C., a solution of 22.4 g (106.13 mmol) 5-bromo-3-methyl-1H-indazole (commercially available, or see WO 2006/081230, 68-69) in 300 mL tetrahydrofuran was added dropwise at such a rate that the temperature of the solution did not exceed −70° C. The mixture was stirred for 30 minutes before 24.5 mL N,N-dimethylformamide was added dropwise. Afte...